From a dataset of the Open Reaction Database (ORD), a public repository of structured organic reaction records. describe an organic reaction: reactants, conditions, products, and yield Starting materials: CCOC(=O)c1c(N)c(C#N)c(CC)n1C, CC#N, CC(C)CCON=O, CCCCCCC, ICI. The product is CCOC(=O)c1c(I)c(C#N)c(CC)n1C. RXN SMILES: [CH2:1]([CH3:2])[O:3][C:4](=[O:5])[c:6]1[n:7]([CH3:16])[c:8]([CH2:14][CH3:15])[c:9]([C:12]#[N:13])[c:10]1[NH2:11].[CH3:20][C:21]#[N:22].[CH3:23][CH:24]([CH2:25][CH2:26][O:27][N:28]=[O:29])[CH3:30].[CH3:31][CH2:32][CH2:33][CH2:34][CH2:35][CH2:36][CH3:37].[I:17][CH2:18][I:19]>>[CH2:1]([CH3:2])[O:3][C:4](=[O:5])[c:6]1[n:7]([CH3:16])[c:8]([CH2:14][CH3:15])[c:9]([C:12]#[N:13])[c:10]1[I:17]. Reactants: O.O.[Sn](Cl)Cl (tin (II) chloride dihydrate), CN1C(=NC2=C1C=C(C=C2)[N+](=O)[O-])C (1,2-dimethyl-6-nitro-1H-benzimidazole), [OH-].[Na+] (sodium hydroxide), C(Cl)(Cl)Cl (chloroform). The solvent is Cl (hydrochloric acid). Reaction conditions: time 6 hour. Yields the product CN1C(=NC2=C1C=C(C=C2)N)C (1.2-Dimethyl-1H-benzimidazol-6-amine). Reaction SMILES: O.O.[Sn](Cl)Cl.[CH3:6][N:7]1[C:11]2[CH:12]=[C:13]([N+:16]([O-])=O)[CH:14]=[CH:15][C:10]=2[N:9]=[C:8]1[CH3:19].C(Cl)(Cl)Cl.[OH-].[Na+]>Cl>[CH3:6][N:7]1[C:11]2[CH:12]=[C:13]([NH2:16])[CH:14]=[CH:15][C:10]=2[N:9]=[C:8]1[CH3:19] |f:0.1.2,5.6|. Procedure details: To a stirred solution of tin (II) chloride dihydrate (4.7 g) in concentrated hydrochloric acid (15 ml) was added 1,2-dimethyl-6-nitro-1H-benzimidazole (1 g) (J. Chem. Soc.,1931, 1143-1153), and the mixture was stirred at room temperature for 6 h. The mixture was poured onto ice and chloroform, and basified to pH 10 by the addition of 10M sodium hydroxide solution. The mixture was extracted several times with chloroform and the combined organic extracts dried and concentrated in vacuo to give a b... Starting materials: NC1=C(C=C(C(=C1)F)C#N)OC=1C(=C(C=CC1Cl)CNC(=O)C1=C(N=CN1COCC[Si](C)(C)C)Cl)F (N-({3-[(2-amino-5-cyano-4-fluorophenyl)oxy]-4-chloro-2-fluorophenyl}methyl)-4-chloro-1-({[2-(trimethylsilyl)ethyl]oxy}methyl)-1H-imidazole-5-carboxamide), C(=O)(C(F)(F)F)O (TFA). Run in C(Cl)Cl (DCM). Run at time 3 hour. The product is NC1=C(C=C(C(=C1)F)C#N)OC=1C(=C(C=CC1Cl)CNC(=O)C1=C(N=CN1)Cl)F (N-({3-[(2-amino-5-cyano-4-fluorophenyl)oxy]-4-chloro-2-fluorophenyl}methyl)-4-chloro-1H-imidazole-5-carboxamide). Isolated yield 33.9%. RXN SMILES: [NH2:1][C:2]1[CH:7]=[C:6]([F:8])[C:5]([C:9]#[N:10])=[CH:4][C:3]=1[O:11][C:12]1[C:13]([F:37])=[C:14]([CH2:19][NH:20][C:21]([C:23]2[N:27](COCC[Si](C)(C)C)[CH:26]=[N:25][C:24]=2[Cl:36])=[O:22])[CH:15]=[CH:16][C:17]=1[Cl:18].C(O)(C(F)(F)F)=O>C(Cl)Cl>[NH2:1][C:2]1[CH:7]=[C:6]([F:8])[C:5]([C:9]#[N:10])=[CH:4][C:3]=1[O:11][C:12]1[C:13]([F:37])=[C:14]([CH2:19][NH:20][C:21]([C:23]2[NH:27][CH:26]=[N:25][C:24]=2[Cl:36])=[O:22])[CH:15]=[CH:16][C:17]=1[Cl:18]. Procedure: To a solution of N-({3-[(2-amino-5-cyano-4-fluorophenyl)oxy]-4-chloro-2-fluorophenyl}methyl)-4-chloro-1-({[2-(trimethylsilyl)ethyl]oxy}methyl)-1H-imidazole-5-carboxamide (35 mg, 0.062 mmol) in DCM (6 ml) was added TFA (3.0 mL) and the reaction mixture was stirred for 3 hours at RT. The solvent was removed and the crude material was purified via reverse phase HPLC and neutralized to give N-({3-[(2-amino-5-cyano-4-fluorophenyl)oxy]-4-chloro-2-fluorophenyl}methyl)-4-chloro-1H-imidazole-5-carboxamid... Reactants: O (water), FC=1C=C(C=CC1)[N+](=O)[O-] (m-fluoronitrobenzene), CC=1N=CNC1 (4-methylimidazole), C([O-])([O-])=O.[K+].[K+] (potassium carbonate). The solvent is CS(=O)C (dimethylsulfoxide). Reaction conditions: temperature 110 celsius, time 2 day. The product is CC=1N=CN(C1)C1=CC(=CC=C1)[N+](=O)[O-] (4-Methyl-1-(3-nitrophenyl)-1H-imidazole). Yield: 15.4%. Reaction SMILES: F[C:2]1[CH:3]=[C:4]([N+:8]([O-:10])=[O:9])[CH:5]=[CH:6][CH:7]=1.[CH3:11][C:12]1[N:13]=[CH:14][NH:15][CH:16]=1.C(=O)([O-])[O-].[K+].[K+].O>CS(C)=O>[CH3:11][C:12]1[N:13]=[CH:14][N:15]([C:2]2[CH:7]=[CH:6][CH:5]=[C:4]([N+:8]([O-:10])=[O:9])[CH:3]=2)[CH:16]=1 |f:2.3.4|. Procedure: To a mixture of 112.9 g of m-fluoronitrobenzene and 65.69 g of 4-methylimidazole in 1 liter of dimethylsulfoxide is added 58.51 g of potassium carbonate followed by heating under dry conditions at 110° C. for 39 hours. The reaction mixture is poured into 3.3 liters of water and stored in a refrigerator for 2 days. The mixture is filtered and the cake washed with copious volumes of water followed by suction drying to give 25 g of brown solid. The solid is crystallized from ethyl acetate to give 1... Procedure details: This compound was prepared from ethyl 7-[(4-fluorophenyl)methyl]-4-hydroxy-2-oxo-l -[2-oxo-2-(1-pyrrolidinyl)ethyl]-1,2-dihydro-1,5-naphthyridine-3-carboxylate and 2-ethoxyethylamine employing methods similar to those those described in Example 9 and was purified by reverse phase preparative HPLC (C-18 stationary phase; 10-100% CH3CN/water/0.1% formic acid mobile phase). The product was obtained as a white solid: 1H NMR (CDCl3) δ 10.18 (1H, br m), 8.53 (1H, d, J=1 Hz), 7.15 (2H, dd, J=8.6, 5.5 H... As a reaction SMILES: [F:1][C:2]1[CH:7]=[CH:6][C:5]([CH2:8][C:9]2[CH:18]=[C:17]3[C:12]([C:13]([OH:33])=[C:14]([C:28](OCC)=[O:29])[C:15](=[O:27])[N:16]3[CH2:19][C:20](=[O:26])[N:21]3[CH2:25][CH2:24][CH2:23][CH2:22]3)=[N:11][CH:10]=2)=[CH:4][CH:3]=1.[CH2:34]([O:36][CH2:37][CH2:38][NH2:39])[CH3:35]>>[CH2:34]([O:36][CH2:37][CH2:38][NH:39][C:28]([C:14]1[C:15](=[O:27])[N:16]([CH2:19][C:20](=[O:26])[N:21]2[CH2:25][CH2:24][CH2:23][CH2:22]2)[C:17]2[C:12]([C:13]=1[OH:33])=[N:11][CH:10]=[C:9]([CH2:8][C:5]1[CH:4]=[CH:3][C:2]([F:1])=[CH:7][CH:6]=1)[CH:18]=2)=[O:29])[CH3:35]. Starting materials: FC1=CC=C(C=C1)CC1=CN=C2C(=C(C(N(C2=C1)CC(N1CCCC1)=O)=O)C(=O)OCC)O (ethyl 7-[(4-fluorophenyl)methyl]-4-hydroxy-2-oxo-l -[2-oxo-2-(1-pyrrolidinyl)ethyl]-1,2-dihydro-1,5-naphthyridine-3-carboxylate), C(C)OCCN (2-ethoxyethylamine). Yields the product C(C)OCCNC(=O)C=1C(N(C2=CC(=CN=C2C1O)CC1=CC=C(C=C1)F)CC(N1CCCC1)=O)=O (N-[2-(Ethyloxy)ethyl]-7-[(4-fluorophenyl)methyl]-4-hydroxy-2-oxo-1-[2-oxo-2-(1-pyrrolidinyl)ethyl]-1,2-dihydro-1,5-naphthyridine-3-carboxamide). The reactants are CO, CO, COc1cccc(C(=O)O)c1C(=O)O, Cl, Cl[Cu], O. Product: COC(=O)c1cccc(OC)c1C(=O)O. Reaction SMILES: [CH3:16][OH:17].[CH3:18][OH:19].[CH3:1][O:2][c:3]1[c:4]([C:12](=[O:13])[OH:14])[c:5]([C:6](=[O:7])[OH:8])[cH:9][cH:10][cH:11]1.[ClH:15].[Cu:21][Cl:22].[OH2:20]>>[CH3:1][O:2][c:3]1[c:4]([C:12](=[O:13])[OH:14])[c:5]([C:6]([O:7][CH3:16])=[O:8])[cH:9][cH:10][cH:11]1.